Dataset: the Open Reaction Database (ORD), a public repository of structured organic reaction records. Task: describe an organic reaction: reactants, conditions, products, and yield Starting materials: [C-]#N, N#C[Cu], Nc1ccc(Oc2ccnc3cc(I)sc23)c(F)c1, [Na+], CN(C)C=O. Product: N#Cc1cc2nccc(Oc3ccc(N)cc3F)c2s1. Reaction SMILES: [C-:23]#[N:24].[Cu:20][C:21]#[N:22].[F:1][c:2]1[cH:3][c:4]([NH2:5])[cH:6][cH:7][c:8]1[O:9][c:10]1[c:11]2[c:12]([n:13][cH:14][cH:15]1)[cH:16][c:17]([I:19])[s:18]2.[Na+:25].[O:26]=[CH:27][N:28]([CH3:29])[CH3:30]>>[F:1][c:2]1[cH:3][c:4]([NH2:5])[cH:6][cH:7][c:8]1[O:9][c:10]1[c:11]2[c:12]([n:13][cH:14][cH:15]1)[cH:16][c:17]([C:21]#[N:22])[s:18]2. Yields the product N=C(NC(=O)OCc1ccc([N+](=O)[O-])cc1)N1CCNCC1. Reaction SMILES: [C:1]([O:2][C:3](=[O:4])[N:8]1[CH2:9][CH2:10][N:11]([C:14]([NH:15][C:16](=[O:17])[O:18][CH2:19][c:20]2[cH:21][cH:22][c:23]([N+:26](=[O:27])[O-:28])[cH:24][cH:25]2)=[NH:29])[CH2:12][CH2:13]1)([CH3:5])([CH3:6])[CH3:7].[OH:30][C:31]([C:32]([F:33])([F:34])[F:35])=[O:36]>>[NH:8]1[CH2:9][CH2:10][N:11]([C:14]([NH:15][C:16](=[O:17])[O:18][CH2:19][c:20]2[cH:21][cH:22][c:23]([N+:26](=[O:27])[O-:28])[cH:24][cH:25]2)=[NH:29])[CH2:12][CH2:13]1. Reactants: CC(C)(C)OC(=O)N1CCN(C(=N)NC(=O)OCc2ccc([N+](=O)[O-])cc2)CC1, O=C(O)C(F)(F)F.